From a dataset of the Open Reaction Database (ORD), a public repository of structured organic reaction records. describe an organic reaction: reactants, conditions, products, and yield Reactants: C(C)C=1C(=NC(=CN1)CC)N[C@@H]1CN(C[C@@H]1OCC)C(=O)OC (methyl (3R,4S)-3-[(3,6-diethylpyrazin-2-yl)amino]-4-ethoxypyrrolidine-1-carboxylate), IN1C(CCC1=O)=O (N-iodosuccinimide), S(=S)(=O)([O-])[O-].[Na+].[Na+] (sodium thiosulfate). The solvent is CN(C)C=O (DMF). Conditions: temperature 50 celsius. The product is C(C)C=1C(=NC(=C(N1)I)CC)N[C@@H]1CN(C[C@@H]1OCC)C(=O)OC (methyl (3R,4S)-3-[(3,6-diethyl-5-iodopyrazin-2-yl)amino]-4-ethoxypyrrolidine-1-carboxylate). Isolated yield 89.0%. RXN SMILES: [CH2:1]([C:3]1[C:4]([NH:11][C@H:12]2[C@@H:16]([O:17][CH2:18][CH3:19])[CH2:15][N:14]([C:20]([O:22][CH3:23])=[O:21])[CH2:13]2)=[N:5][C:6]([CH2:9][CH3:10])=[CH:7][N:8]=1)[CH3:2].[I:24]N1C(=O)CCC1=O.S([O-])([O-])(=O)=S.[Na+].[Na+]>CN(C=O)C>[CH2:1]([C:3]1[C:4]([NH:11][C@H:12]2[C@@H:16]([O:17][CH2:18][CH3:19])[CH2:15][N:14]([C:20]([O:22][CH3:23])=[O:21])[CH2:13]2)=[N:5][C:6]([CH2:9][CH3:10])=[C:7]([I:24])[N:8]=1)[CH3:2] |f:2.3.4|. Reported procedure: To a solution of the methyl (3R,4S)-3-[(3,6-diethylpyrazin-2-yl)amino]-4-ethoxypyrrolidine-1-carboxylate (5.25 g, 16.2 mmole) in DMF (0.3M, 54 ml) under N2 was added N-iodosuccinimide (4.57, 1.25 eq.). The reaction mixture was heated at 50° C. for 2 hours then cooled to ambient temperature. It was poured into saturated sodium thiosulfate (100 mL) and extracted with ethyl acetate (2×100 ml), dried with MgSO4, filtered and concentrated. Purification with Biotage MPLC (40 g, 10-30% ethyl acetate in... The product is N1(CCOCC1)CCCNC1=CC=C(C=C1)N (N-(3-Morpholin-4-yl-propyl)-benzene-1,4-diamine). Starting materials: N1(CCOCC1)CCCNC1=CC=C(C=C1)[N+](=O)[O-] ((3-morpholin-4-yl-propyl)-(4-nitro-phenyl)-amine), O.NN (hydrazine monohydrate). Reported procedure: A suspension of 5.00 gms. of (3-morpholin-4-yl-propyl)-(4-nitro-phenyl)-amine in 110 mL of ethanol is heated to 50° C. Once dissolution is achieved 5.49 mL hydrazine monohydrate is added to the solution. A Raney nickel slurry in water is added to the 50° C. solution dropwise, waiting after each addition for the bubbling to cease. Sufficient quantities of Raney nickel have been added when continued addition of Raney nickel causes no further gas evolution. The reaction is then maintained at 50° C.... The solvent is C(C)O (ethanol), O (water). As a reaction SMILES: [N:1]1([CH2:7][CH2:8][CH2:9][NH:10][C:11]2[CH:16]=[CH:15][C:14]([N+:17]([O-])=O)=[CH:13][CH:12]=2)[CH2:6][CH2:5][O:4][CH2:3][CH2:2]1.O.NN>C(O)C.[Ni].O>[N:1]1([CH2:7][CH2:8][CH2:9][NH:10][C:11]2[CH:16]=[CH:15][C:14]([NH2:17])=[CH:13][CH:12]=2)[CH2:6][CH2:5][O:4][CH2:3][CH2:2]1 |f:1.2|. Reaction conditions: temperature 50 celsius. The reagents and catalysts are [Ni] (Raney nickel), [Ni] (Raney nickel), [Ni] (Raney nickel).